Dataset: the Open Reaction Database (ORD), a public repository of structured organic reaction records. Task: describe an organic reaction: reactants, conditions, products, and yield Reactants: CN(C)C(=[N+](C)C)ON1C2=C(C=CC=C2)N=N1.[B-](F)(F)(F)F (TBTU), NC=1SC(=C(N1)C(=O)O)C1=CC(=CC=C1)F (2-amino-5-(3-fluoro-phenyl)-thiazole-4-carboxylic acid), [C@@H]12N[C@@H]([C@@H](CC1)C2)CNC(C(F)(F)F)=O (N-[(1R,3S,4S)-1-(2-Aza-bicyclo[2.2.1]hept-3-yl)methyl]-2,2,2-trifluoro-acetamide), CCN(C(C)C)C(C)C (DIPEA). Run in CN(C)C=O (DMF), CC(C)(C)OC (TBME). Product: NC=1SC(=C(N1)C(=O)N1[C@@H]2CC[C@H]([C@H]1CNC(C(F)(F)F)=O)C2)C2=CC(=CC=C2)F (N-{(1R,3S,4S)-2-[2-Amino-5-(3-fluoro-phenyl)-thiazole-4-carbonyl]-2-aza-bicyclo[2.2.1]hept-3-ylmethyl}-2,2,2-trifluoro-acetamide). Reaction SMILES: CN(C(ON1N=NC2C=CC=CC1=2)=[N+](C)C)C.[B-](F)(F)(F)F.[NH2:23][C:24]1[S:25][C:26]([C:32]2[CH:37]=[CH:36][CH:35]=[C:34]([F:38])[CH:33]=2)=[C:27]([C:29]([OH:31])=O)[N:28]=1.[C@H:39]12[CH2:45][C@H:42]([CH2:43][CH2:44]1)[C@@H:41]([CH2:46][NH:47][C:48](=[O:53])[C:49]([F:52])([F:51])[F:50])[NH:40]2.CCN(C(C)C)C(C)C>CN(C=O)C.CC(OC)(C)C>[NH2:23][C:24]1[S:25][C:26]([C:32]2[CH:37]=[CH:36][CH:35]=[C:34]([F:38])[CH:33]=2)=[C:27]([C:29]([N:40]2[C@H:41]([CH2:46][NH:47][C:48](=[O:53])[C:49]([F:51])([F:52])[F:50])[C@@H:42]3[CH2:45][C@H:39]2[CH2:44][CH2:43]3)=[O:31])[N:28]=1 |f:0.1|. Procedure: TBTU (1.70 mmol, 1.10 eq) is added to a solution of 2-amino-5-(3-fluoro-phenyl)-thiazole-4-carboxylic acid (1.62 mmol, 1.05 eq), N-[(1R,3S,4S)-1-(2-Aza-bicyclo[2.2.1]hept-3-yl)methyl]-2,2,2-trifluoro-acetamide (1.55 mmol, 1.0 eq) and DIPEA (5.41 mmol, 3.5 eq) in DMF (10 mL). After 90 min the mixture is diluted with TBME (50 mL) and washed three times with an aq. NaOH solution (0.5 M, 50 mL each). The combined aq. layers are extracted twice with TBME (30 mL each). The organic layers are combined,... Procedure: To a stirred solution of 4-(3-oxo-propyl)-6-(3-trifluoromethylphenyl)-pyrimidine-2-carbonitrile (50 mg) in methanol (1 mL) was added 2-(2-Aminoethyl)-1-methylpyrrolidine (48 μL) and acetic acid (12 μL). The mixture was stirred at room temperature for five minutes then solid supported cyanoborohydride (77 mg, 257 mmol/g) was added and stirring continued overnight. The reaction mixture was filtered and the filtrate concentrated under reduced pressure to yield crude product. Purification by prepara... Run at time 5 minute. Reactants: C(#N)[BH3-] (cyanoborohydride), O=CCCC1=NC(=NC(=C1)C1=CC(=CC=C1)C(F)(F)F)C#N (4-(3-oxo-propyl)-6-(3-trifluoromethylphenyl)-pyrimidine-2-carbonitrile), NCCC1N(CCC1)C (2-(2-Aminoethyl)-1-methylpyrrolidine), C(C)(=O)O (acetic acid), CO (methanol). RXN SMILES: O=[CH:2][CH2:3][CH2:4][C:5]1[CH:10]=[C:9]([C:11]2[CH:16]=[CH:15][CH:14]=[C:13]([C:17]([F:20])([F:19])[F:18])[CH:12]=2)[N:8]=[C:7]([C:21]#[N:22])[N:6]=1.[NH2:23][CH2:24][CH2:25][CH:26]1[CH2:30][CH2:29][CH2:28][N:27]1[CH3:31].C(O)(=[O:34])C.C([BH3-])#N.[CH3:39][OH:40]>>[F:18][C:17]([F:20])([F:19])[C:39]([OH:34])=[O:40].[CH3:31][N:27]1[CH2:28][CH2:29][CH2:30][CH:26]1[CH2:25][CH2:24][NH:23][CH2:2][CH2:3][CH2:4][C:5]1[CH:10]=[C:9]([C:11]2[CH:16]=[CH:15][CH:14]=[C:13]([C:17]([F:20])([F:19])[F:18])[CH:12]=2)[N:8]=[C:7]([C:21]#[N:22])[N:6]=1.[CH3:31][N:27]1[CH2:28][CH2:29][CH2:30][CH:26]1[CH2:25][CH2:24][NH:23][CH2:2][CH2:3][CH2:4][C:5]1[CH:10]=[C:9]([C:11]2[CH:16]=[CH:15][CH:14]=[C:13]([C:17]([F:20])([F:19])[F:18])[CH:12]=2)[N:8]=[C:7]([C:21]#[N:22])[N:6]=1 |f:5.6|. The product is FC(C(=O)O)(F)F.CN1C(CCC1)CCNCCCC1=NC(=NC(=C1)C1=CC(=CC=C1)C(F)(F)F)C#N (4-{3-[2-(1-Methyl-pyrrolidin-2-yl)-ethylamino]-propyl}-6-(3-trifluoromethylphenyl)-pyrimidine-2-carbonitrile Trifluoroacetic Acid Salt), CN1C(CCC1)CCNCCCC1=NC(=NC(=C1)C1=CC(=CC=C1)C(F)(F)F)C#N (4-{3-[2-(1-methyl-pyrrolidin-2-yl)-ethylamino]-propyl}-6-(3-trifluoromethylphenyl)-pyrimidine-2-carbonitrile). Reactants: CO, [Na+], [OH-], COc1cc2c(=O)n(CC(=O)OC(C)(C)C)cnc2cc1OCCCO. Product: COc1cc2c(=O)[nH]cnc2cc1OCCCO. Reaction SMILES: [CH3:29][OH:30].[Na+:2].[OH-:1].[OH:3][CH2:4][CH2:5][CH2:6][O:7][c:8]1[c:9]([O:27][CH3:28])[cH:10][c:11]2[c:12](=[O:26])[n:13]([CH2:18][C:19]([O:20][C:21]([CH3:22])([CH3:23])[CH3:24])=[O:25])[cH:14][n:15][c:16]2[cH:17]1>>[OH:3][CH2:4][CH2:5][CH2:6][O:7][c:8]1[c:9]([O:27][CH3:28])[cH:10][c:11]2[c:12](=[O:26])[nH:13][cH:14][n:15][c:16]2[cH:17]1. The reactants are C1=CC(=CC=C1[N+](=O)[O-])O (P-nitrophenol), [OH-].[Na+] (sodium hydroxide), O (water), C(C1=CC=C(C(=O)Cl)C=C1)(=O)Cl (terephthaloyl chloride). Run in C(Cl)Cl (methylene chloride). Run at time 15 minute. Yields the product [N+](=O)([O-])C1=C(C=CC=C1)OC(C1=CC=C(C(=O)OC2=C(C=CC=C2)[N+](=O)[O-])C=C1)=O (Bis(o-Nitrophenyl)terephthalate). As a reaction SMILES: [OH-:1].[Na+].[CH:3]1[C:8]([N+:9]([O-:11])=[O:10])=[CH:7][CH:6]=[C:5](O)[CH:4]=1.[C:13](Cl)(=[O:23])[C:14]1[CH:22]=[CH:21][C:17]([C:18](Cl)=[O:19])=[CH:16][CH:15]=1.[OH2:25]>C(Cl)Cl>[N+:9]([C:8]1[CH:7]=[CH:6][CH:5]=[CH:4][C:3]=1[O:1][C:13](=[O:23])[C:14]1[CH:22]=[CH:21][C:17]([C:18]([O:25][C:7]2[CH:6]=[CH:5][CH:4]=[CH:3][C:8]=2[N+:9]([O-:11])=[O:10])=[O:19])=[CH:16][CH:15]=1)([O-:11])=[O:10] |f:0.1|. Reported procedure: A 300-ml r.b. flask, equipped with a magnetic stirring bar was charged with 7.85 g sodium hydroxide (Fisher, 0.197 moles) in 75 ml of deionized water and then, to the stirred solution, 27.40 g of P-nitrophenol (Aldrich, 98%, 0.197 moles) was added. The solution turned orange and a considerable amount of yellow solid was present. A solution of 20.04 g of terephthaloyl chloride (Aldrich, 97%, 0.0987 moles assuming 100% purity) in methylene chloride was dripped into the flask from a dropping funnel... The reactants are COC(=O)C(Cc1ccc(-c2ccnc(C)c2C)cc1)NC(=O)C1Cc2cc3c(cc2CN1)OC(c1ccc(OCc2ccc(Cl)c(Cl)c2)cc1)CO3, Cl, Cl, O=C(Cl)c1cnccn1. Yields the product COC(=O)C(Cc1ccc(-c2ccnc(C)c2C)cc1)NC(=O)C1Cc2cc3c(cc2CN1C(=O)c1cnccn1)OC(c1ccc(OCc2ccc(Cl)c(Cl)c2)cc1)CO3. As a reaction SMILES: [CH3:3][O:4][C:5]([CH:6]([CH2:7][c:8]1[cH:9][cH:10][c:11](-[c:14]2[c:15]([CH3:21])[c:16]([CH3:20])[n:17][cH:18][cH:19]2)[cH:12][cH:13]1)[NH:22][C:23](=[O:24])[CH:25]1[NH:26][CH2:27][c:28]2[cH:29][c:30]3[c:31]([cH:32][c:33]2[CH2:34]1)[O:35][CH2:36][CH:37]([c:39]1[cH:40][cH:41][c:42]([O:45][CH2:46][c:47]2[cH:48][c:49]([Cl:54])[c:50]([Cl:53])[cH:51][cH:52]2)[cH:43][cH:44]1)[O:38]3)=[O:55].[ClH:1].[ClH:2].[n:56]1[c:57]([C:62](=[O:63])[Cl:64])[cH:58][n:59][cH:60][cH:61]1>>[CH3:3][O:4][C:5]([CH:6]([CH2:7][c:8]1[cH:9][cH:10][c:11](-[c:14]2[c:15]([CH3:21])[c:16]([CH3:20])[n:17][cH:18][cH:19]2)[cH:12][cH:13]1)[NH:22][C:23](=[O:24])[CH:25]1[N:26]([C:62]([c:57]2[n:56][cH:61][cH:60][n:59][cH:58]2)=[O:63])[CH2:27][c:28]2[cH:29][c:30]3[c:31]([cH:32][c:33]2[CH2:34]1)[O:35][CH2:36][CH:37]([c:39]1[cH:40][cH:41][c:42]([O:45][CH2:46][c:47]2[cH:48][c:49]([Cl:54])[c:50]([Cl:53])[cH:51][cH:52]2)[cH:43][cH:44]1)[O:38]3)=[O:55]. Product: COc1ccc2c(c1)C(CC#N)=C(C)C2. Starting materials: CC(C#N)C(=O)O, COc1ccc2c(c1)C(C(C)C#N)=C(C)C2. As a reaction SMILES: [C:1]([CH:2]([CH3:3])[C:4]([OH:5])=[O:6])#[N:7].[CH3:8][C:9]1=[C:17]([CH:18]([C:19]#[N:20])[CH3:21])[c:16]2[c:11]([cH:12][cH:13][c:14]([O:22][CH3:23])[cH:15]2)[CH2:10]1>>[CH3:8][C:9]1=[C:17]([CH2:18][C:19]#[N:20])[c:16]2[c:11]([cH:12][cH:13][c:14]([O:22][CH3:23])[cH:15]2)[CH2:10]1. Reactants: C(C1=CC=CC=C1)N1CC(OCC1)CO (N-Benzyl-2-hydroxymethylmorpholine), C(C)O (ethanol), Cl (hydrogen chloride), C(C1=CC=CC=C1)N1CC(OCC1)COC (4-Benzyl-2-methoxymethylmorpholine), 1980. Product: Cl.OCC1CNCCO1 (2-hydroxymethylmorpholine hydrochloride). Reaction SMILES: C([N:8]1[CH2:13][CH2:12][O:11][CH:10]([CH2:14][OH:15])[CH2:9]1)C1C=CC=CC=1.C(N1CCOC(COC)C1)C1C=CC=CC=1.C(O)C.[ClH:35]>>[ClH:35].[OH:15][CH2:14][CH:10]1[O:11][CH2:12][CH2:13][NH:8][CH2:9]1 |f:4.5|. Procedure: N-Benzyl-2-hydroxymethylmorpholine prepared in the same manner as described in Synthetic Communication, Vol. 10 (1), pages 59-73, 1980 (1.3 g) is subjected to hydrogenolysis in hydrogen chloride-containing ethanol in the same manner as described in Reference Example 15 to give 2-hydroxymethylmorpholine hydrochloride (1.3 g).